From a dataset of the Open Reaction Database (ORD), a public repository of structured organic reaction records. describe an organic reaction: reactants, conditions, products, and yield Reactants: C(CCCCCCC)(=O)Cl (octanoyl chloride), O.O[C@H](COCN1C=2N=C(NC(C2N=C1)=O)N)CO ((S)-9-(2,3-dihydroxy-1-propoxymethyl)guanine monohydrate). The solvent is CN(C=O)C (dimethylformamide), CN(C=O)C (dimethylformamide), N1=CC=CC=C1 (pyridine). The product is O[C@@H](COCN1C=2N=C(NC(C2N=C1)=O)N)COC(CCCCCCC)=O ((S)-9-(2-Hydroxy-3-octanoyloxy-1-propoxymethyl)guanine). Reaction SMILES: O.[OH:2][C@@H:3]([CH2:18][OH:19])[CH2:4][O:5][CH2:6][N:7]1[CH:15]=[N:14][C:13]2[C:12](=[O:16])[NH:11][C:10]([NH2:17])=[N:9][C:8]1=2.[C:20](Cl)(=[O:28])[CH2:21][CH2:22][CH2:23][CH2:24][CH2:25][CH2:26][CH3:27]>CN(C)C=O.N1C=CC=CC=1>[OH:2][C@H:3]([CH2:18][O:19][C:20](=[O:28])[CH2:21][CH2:22][CH2:23][CH2:24][CH2:25][CH2:26][CH3:27])[CH2:4][O:5][CH2:6][N:7]1[CH:15]=[N:14][C:13]2[C:12](=[O:16])[NH:11][C:10]([NH2:17])=[N:9][C:8]1=2 |f:0.1|. Procedure: A suspension of 410 mg (1.5 mmole) of (S)-9-(2,3-dihydroxy-1-propoxymethyl)guanine monohydrate in 6 ml of dry dimethylformamide and 1.5 ml of dry pyridine is stirred under a drying tube with cooling in an ice bath as a solution of 489 mg (3.0 mmole) of octanoyl chloride in 1.5 ml of dimethylformamide is added dropwise by syringe over approximately 5 minutes. The mixture is allowed to warm gradually to room temperature, and after 24 hours it is concentrated under high vacuum. The residual oil is ... The reactants are COC1=CC=C2C=C(C=NC2=C1)C1=CC=C(C=C1)OC (7-methoxy-3-(4-methoxyphenyl)quinoline), [Cl-].[Cl-].[Cl-].[Al+3] (aluminum trichloride). Yields the product OC1=CC=C(C=C1)C=1C=NC2=CC(=CC=C2C1)O (3-(4-Hydroxyphenyl)quinolin-7-ol). Yield: 63.0%. As a reaction SMILES: C[O:2][C:3]1[CH:12]=[C:11]2[C:6]([CH:7]=[C:8]([C:13]3[CH:18]=[CH:17][C:16]([O:19]C)=[CH:15][CH:14]=3)[CH:9]=[N:10]2)=[CH:5][CH:4]=1.[Cl-].[Cl-].[Cl-].[Al+3]>>[OH:19][C:16]1[CH:17]=[CH:18][C:13]([C:8]2[CH:9]=[N:10][C:11]3[C:6]([CH:7]=2)=[CH:5][CH:4]=[C:3]([OH:2])[CH:12]=3)=[CH:14][CH:15]=1 |f:1.2.3.4|. Reported procedure: The compound is prepared by reaction of 7-methoxy-3-(4-methoxyphenyl)quinoline (96 mg, 0.37 mmol, 1 eq) with aluminum trichloride (392 mg, 2.95 mmol, 6 eq) according to method F. Purification by column chromatography with dichloromethane/methanol 96/4 as the eluent yields the desired product in a yield of 63%, 55 mg. Run at temperature 170 celsius. Reaction SMILES: [CH2:1]=[C:2]([CH2:5][CH2:6][CH3:7])[CH:3]=[O:4].[CH2:8]1[CH:12]2[CH:13]3C=CC([CH:11]2C=[CH:9]1)C3>>[CH2:5]([C:2]1([CH:3]=[O:4])[CH2:11][CH:12]2[CH2:13][CH:1]1[CH:9]=[CH:8]2)[CH2:6][CH3:7]. Reactants: C=C(C=O)CCC (2-Methylene pentanal), C1C=CC2C1C3CC2C=C3 (dicyclopentadiene). Yields the product C(CC)C1(C2C=CC(C1)C2)C=O (2-propylbicyclo[2.2.1]hept-5-ene-2-carbaldehyde). Procedure: 2-Methylene pentanal (302 g) and dicyclopentadiene (244 g) were loaded into a 2-L autoclave. The autoclave was sealed and heated to 170° C. The reaction was monitored by Gas Chromatography (“GC”) analysis, which showed the completion after 3 hours. The reaction was cooled to room temperature. The crude product was purified by distillation to yield 2-propylbicyclo[2.2.1]hept-5-ene-2-carbaldehyde (136 g). Isolated yield 44.9%.